describe an organic reaction: reactants, conditions, products, and yield From a dataset of the Open Reaction Database (ORD), a public repository of structured organic reaction records. Starting materials: ClC=1C=C(C(=O)O)C=CC1N(C(=O)C1=CC2=C(C3=C(OCC2)C=CC=C3)S1)C (3-Chloro-4-(N-methyl-4,5-dihydrobenzo[b]thieno[2,3-d]oxepine-2-carboxamido)benzoic acid), CN (methylamine). Yields the product ClC1=C(C=CC(=C1)C(NC)=O)N(C(=O)C1=CC2=C(C3=C(OCC2)C=CC=C3)S1)C (N-(2-chloro-4-(methylcarbamoyl)phenyl)-N-methyl-4,5-dihydrobenzo[b]thieno[2,3-d]oxepine-2-carboxamide). RXN SMILES: [Cl:1][C:2]1[CH:3]=[C:4]([CH:8]=[CH:9][C:10]=1[N:11]([CH3:28])[C:12]([C:14]1[S:27][C:17]2[C:18]3[CH:26]=[CH:25][CH:24]=[CH:23][C:19]=3[O:20][CH2:21][CH2:22][C:16]=2[CH:15]=1)=[O:13])[C:5](O)=[O:6].[CH3:29][NH2:30]>>[Cl:1][C:2]1[CH:3]=[C:4]([C:5](=[O:6])[NH:30][CH3:29])[CH:8]=[CH:9][C:10]=1[N:11]([CH3:28])[C:12]([C:14]1[S:27][C:17]2[C:18]3[CH:26]=[CH:25][CH:24]=[CH:23][C:19]=3[O:20][CH2:21][CH2:22][C:16]=2[CH:15]=1)=[O:13]. Procedure: 3-Chloro-4-(N-methyl-4,5-dihydrobenzo[b]thieno[2,3-d]oxepine-2-carboxamido)benzoic acid and methylamine were reacted by a procedure similar to Example 47 to give 250. MS: (ESI+) 427.2 Starting materials: CC(=O)O (AcOH), OS(=O)(=O)O (H2SO4), BrC=1C=C2CCCC(C2=CC1)=O (6-bromo-1,2,3,4-tetrahydronaphthalen-1-one), [Si](C)(C)(C)C#N (TMSCN), OS(=O)(=O)O (H2SO4), ice water. The reagents and catalysts are [Zn+2].[I-].[I-] (ZnI2). Run in O (H2O), C1(=CC=CC=C1)C (toluene). Run at temperature 60 celsius, time 8 hour. Product: BrC=1C=C2CCC=C(C2=CC1)C(=O)N (6-bromo-3,4-dihydronaphthalene-1-carboxamide). Isolated yield 80.0%. As a reaction SMILES: [Br:1][C:2]1[CH:3]=[C:4]2[C:9](=[CH:10][CH:11]=1)[C:8](=O)[CH2:7][CH2:6][CH2:5]2.[Si]([C:17]#[N:18])(C)(C)C.[OH:19]S(O)(=O)=O.CC(O)=O>C1(C)C=CC=CC=1.[Zn+2].[I-].[I-].O>[Br:1][C:2]1[CH:3]=[C:4]2[C:9](=[CH:10][CH:11]=1)[C:8]([C:17]([NH2:18])=[O:19])=[CH:7][CH2:6][CH2:5]2 |f:5.6.7|. Procedure details: To a solution of 6-bromo-1,2,3,4-tetrahydronaphthalen-1-one (5.46 g, 24.3 mmol) and ZnI2 (50 mg) in toluene (50 mL) was added TMSCN (4.82 mL, 48.6 mmol), and the solution stirred at 60° C. overnight. The reaction was cooled to rt, and H2SO4 (5.6 mL) was added. Then AcOH (34 mL), H2SO4 (25 mL) and H2O (4 mL) were added to the reaction, and it was heated to 105° C. for 3 h. The mixture was cooled and poured over ice-water (250 mL). The precipitate was collected by filtration, washed with water, an... Starting materials: BrB(Br)Br, CCc1cc(OC)c(Oc2ccc(C(=O)N3CCN(CC(N)=O)C(=O)C3)cc2F)cc1F, [Cl-], ClCCl, [NH4+]. Yields the product CCc1cc(O)c(Oc2ccc(C(=O)N3CCN(CC(N)=O)C(=O)C3)cc2F)cc1F. As a reaction SMILES: [B:1]([Br:2])([Br:3])[Br:4].[CH2:5]([CH3:6])[c:7]1[cH:8][c:9]([O:35][CH3:36])[c:10]([O:11][c:12]2[c:13]([F:31])[cH:14][c:15]([C:16](=[O:17])[N:18]3[CH2:19][C:20](=[O:28])[N:21]([CH2:24][C:25](=[O:26])[NH2:27])[CH2:22][CH2:23]3)[cH:29][cH:30]2)[cH:32][c:33]1[F:34].[Cl-:37].[Cl:39][CH2:40][Cl:41].[NH4+:38]>>[CH2:5]([CH3:6])[c:7]1[cH:8][c:9]([OH:35])[c:10]([O:11][c:12]2[c:13]([F:31])[cH:14][c:15]([C:16](=[O:17])[N:18]3[CH2:19][C:20](=[O:28])[N:21]([CH2:24][C:25](=[O:26])[NH2:27])[CH2:22][CH2:23]3)[cH:29][cH:30]2)[cH:32][c:33]1[F:34]. Starting materials: CC[N+](CC)(CC)Cc1ccccc1, C1CCOC1, CCOC(C)=O, [Cl-], O=C(c1cccc(I)c1)c1ccc2[nH]c(=O)cc(-c3cccc(Cl)c3)c2c1, CI, [Na+], [OH-], O. Yields the product Cn1c(=O)cc(-c2cccc(Cl)c2)c2cc(C(=O)c3cccc(I)c3)ccc21. Reaction SMILES: [CH2:38]([N+:39]([CH2:40][CH3:41])([CH2:42][CH3:43])[CH2:44][CH3:45])[c:46]1[cH:47][cH:48][cH:49][cH:50][cH:51]1.[CH2:54]1[O:55][CH2:56][CH2:57][CH2:58]1.[CH3:31][CH2:32][O:33][C:34]([CH3:35])=[O:36].[Cl-:37].[Cl:3][c:4]1[cH:5][c:6](-[c:10]2[cH:11][c:12](=[O:29])[nH:13][c:14]3[cH:15][cH:16][c:17]([C:20]([c:21]4[cH:22][c:23]([I:27])[cH:24][cH:25][cH:26]4)=[O:28])[cH:18][c:19]23)[cH:7][cH:8][cH:9]1.[I:1][CH3:2].[Na+:53].[OH-:52].[OH2:30]>>[Cl:3][c:4]1[cH:5][c:6](-[c:10]2[cH:11][c:12](=[O:29])[n:13]([CH3:31])[c:14]3[cH:15][cH:16][c:17]([C:20]([c:21]4[cH:22][c:23]([I:27])[cH:24][cH:25][cH:26]4)=[O:28])[cH:18][c:19]23)[cH:7][cH:8][cH:9]1. The solvent is CO (methanol). Starting materials: NC1=C(C2=C(N=CN2)C(=C1)C)C (5-amino-4,7-dimethylbenzimidazole), C(C)N=C(N(C(=O)OCC1=CC=CC=C1)C(=O)OCC1=CC=CC=C1)S (ethyl N,N-bis(benzyloxycarbonyl)pseudothiourea), mercuric acetate, C(C)(=O)OCC (ethyl acetate). Reaction SMILES: [NH2:1][C:2]1[CH:10]=[C:9]([CH3:11])[C:5]2[N:6]=[CH:7][NH:8][C:4]=2[C:3]=1[CH3:12].C([N:15]=[C:16](S)[N:17](C(OCC1C=CC=CC=1)=O)[C:18]([O:20][CH2:21][C:22]1[CH:27]=[CH:26][CH:25]=[CH:24][CH:23]=1)=[O:19])C.[C:39]([O:42][CH2:43][CH3:44])(=[O:41])C>CO>[CH2:43]([O:42][C:39]([N:15]=[C:16]([NH:17][C:18]([O:20][CH2:21][C:22]1[CH:27]=[CH:26][CH:25]=[CH:24][CH:23]=1)=[O:19])[NH:1][C:2]1[CH:10]=[C:9]([CH3:11])[C:5]2[N:6]=[CH:7][NH:8][C:4]=2[C:3]=1[CH3:12])=[O:41])[C:44]1[CH:9]=[CH:10][CH:2]=[CH:3][CH:4]=1. Yields the product C(C1=CC=CC=C1)OC(=O)N=C(NC1=C(C2=C(N=CN2)C(=C1)C)C)NC(=O)OCC1=CC=CC=C1 (5-[N2,N3-bis(benzyloxycarbonyl)guanidino]-4,7-dimethybenzimidazole). Procedure details: To a solution of 430 mg of 5-amino-4,7-dimethylbenzimidazole in 100 mL of ethyl acetate and 10 mL of methanol are added 19 of ethyl N,N-bis(benzyloxycarbonyl)pseudothiourea and 855 mg of mercuric acetate and the mixture is stirred at room temperature for 15 hours. The mixture is rotary evaporated and the residue is purified by flash column chromatography on silica gel, eluting with 5% methanol/ethyl acetate to provide 1.01 g of 5-[N2,N3-bis(benzyloxycarbonyl)guanidino]-4,7-dimethybenzimidazole a... Reaction conditions: time 15 hour. Starting materials: O (water), ClC1=C(C=CC(=C1)[N+](=O)[O-])O (2-chloro-4-nitrophenol), BrCC1=C(C#N)C=CC=C1 (2-(bromomethyl)benzonitrile), C([O-])([O-])=O.[K+].[K+] (potassium carbonate). Run in CN(C=O)C (N,N-dimethylformamide). Conditions: time 30 minute. Yields the product ClC1=C(OCC2=C(C#N)C=CC=C2)C=CC(=C1)[N+](=O)[O-] (2-[(2-chloro-4-nitrophenoxy)methyl]benzonitrile). Yield: 86.6%. RXN SMILES: [Cl:1][C:2]1[CH:7]=[C:6]([N+:8]([O-:10])=[O:9])[CH:5]=[CH:4][C:3]=1[OH:11].Br[CH2:13][C:14]1[CH:21]=[CH:20][CH:19]=[CH:18][C:15]=1[C:16]#[N:17].C(=O)([O-])[O-].[K+].[K+].O>CN(C)C=O>[Cl:1][C:2]1[CH:7]=[C:6]([N+:8]([O-:10])=[O:9])[CH:5]=[CH:4][C:3]=1[O:11][CH2:13][C:14]1[CH:21]=[CH:20][CH:19]=[CH:18][C:15]=1[C:16]#[N:17] |f:2.3.4|. Procedure: To a solution of 2-chloro-4-nitrophenol (3.5 g) and 2-(bromomethyl)benzonitrile (4.0 g) in N,N-dimethylformamide (50 mL) was added potassium carbonate (3.7 g), and the mixture was stirred at room temperature for 30 min. After the completion of the reaction, water (50 mL) was added, and the mixture was stirred for 10 min. The resultant pale-yellow solid was collected by filtration. The residue washed with diisopropyl ether, and dried to give the title compound (5.04 g) as pale-yellow crystals. Starting materials: CC(CN)Cc1ccccc1, COC(=O)c1ccccc1CBr, CCOC(C)=O, Cc1ccccc1, CCCCCC, [K+], [K+], O=C([O-])[O-]. Yields the product CC(Cc1ccccc1)CN1Cc2ccccc2C1=O. As a reaction SMILES: [CH3:13][CH:14]([CH2:15][NH2:16])[CH2:17][c:18]1[cH:19][cH:20][cH:21][cH:22][cH:23]1.[CH3:1][O:2][C:3]([c:4]1[c:5]([CH2:10][Br:11])[cH:6][cH:7][cH:8][cH:9]1)=[O:12].[CH3:30][CH2:31][O:32][C:33](=[O:34])[CH3:35].[CH3:36][c:37]1[cH:38][cH:39][cH:40][cH:41][cH:42]1.[CH3:43][CH2:44][CH2:45][CH2:46][CH2:47][CH3:48].[K+:24].[K+:25].[O-:26][C:27]([O-:28])=[O:29]>>[C:3]1(=[O:12])[c:4]2[c:5]([cH:6][cH:7][cH:8][cH:9]2)[CH2:10][N:16]1[CH2:15][CH:14]([CH3:13])[CH2:17][c:18]1[cH:19][cH:20][cH:21][cH:22][cH:23]1. Starting materials: CCN, CO, O=C(O)c1ccc(F)c([N+](=O)[O-])c1. Yields the product CCNc1ccc(C(=O)O)cc1[N+](=O)[O-]. Reaction SMILES: [CH3:14][CH2:15][NH2:16].[CH3:17][OH:18].[F:1][c:2]1[c:3]([N+:11](=[O:12])[O-:13])[cH:4][c:5]([C:6](=[O:7])[OH:8])[cH:9][cH:10]1>>[c:2]1([NH:16][CH2:15][CH3:14])[c:3]([N+:11](=[O:12])[O-:13])[cH:4][c:5]([C:6](=[O:7])[OH:8])[cH:9][cH:10]1. Starting materials: CC(=O)C1=CCN(Cc2ccccc2)C1, CO, OB(O)c1ccc(Cl)c(F)c1, O. As a reaction SMILES: [CH2:14]([c:15]1[cH:16][cH:17][cH:18][cH:19][cH:20]1)[N:21]1[CH2:22][C:23]([C:26]([CH3:27])=[O:28])=[CH:24][CH2:25]1.[CH3:12][OH:13].[Cl:1][c:2]1[c:3]([F:11])[cH:4][c:5]([B:8]([OH:9])[OH:10])[cH:6][cH:7]1.[OH2:29]>>[Cl:1][c:2]1[c:3]([F:11])[cH:4][c:5]([CH:24]2[CH:23]([C:26]([CH3:27])=[O:28])[CH2:22][N:21]([CH2:14][c:15]3[cH:16][cH:17][cH:18][cH:19][cH:20]3)[CH2:25]2)[cH:6][cH:7]1. Yields the product CC(=O)C1CN(Cc2ccccc2)CC1c1ccc(Cl)c(F)c1. Starting materials: BrC1=CN=C(C(=N1)N)Cl (6-Bromo-3-chloropyrazin-2-amine), BrC=1C=CC(=NC1)N1CCN(CC1)C(=O)OC(C)(C)C (tert-Butyl 4-(5-bromopyridin-2-yl)piperazine-1-carboxylate), C(=O)([O-])[O-].[Cs+].[Cs+] (Cs2CO3). Reagents/catalysts: C1=CC=C(C=C1)P([C-]2C=CC=C2)C3=CC=CC=C3.C1=CC=C(C=C1)P([C-]2C=CC=C2)C3=CC=CC=C3.Cl[Pd]Cl.[Fe+2] (Pd(dppf)Cl2). The solvent is O1CCOCC1 (1,4-dioxane). Reaction conditions: temperature 90 celsius, time 8 hour. The product is NC1=C(N=CC(=N1)C=1C=CC(=NC1)N1CCN(CC1)C(=O)OC(C)(C)C)Cl (tert-Butyl 4-(5-(6-amino-5-chloropyrazin-2-yl)pyridin-2-yl)piperazine-1-carboxylate). The yield is 28.6%. RXN SMILES: Br[C:2]1[N:7]=[C:6]([NH2:8])[C:5]([Cl:9])=[N:4][CH:3]=1.Br[C:11]1[CH:12]=[CH:13][C:14]([N:17]2[CH2:22][CH2:21][N:20]([C:23]([O:25][C:26]([CH3:29])([CH3:28])[CH3:27])=[O:24])[CH2:19][CH2:18]2)=[N:15][CH:16]=1.C([O-])([O-])=O.[Cs+].[Cs+]>O1CCOCC1.C1C=CC(P(C2C=CC=CC=2)[C-]2C=CC=C2)=CC=1.C1C=CC(P(C2C=CC=CC=2)[C-]2C=CC=C2)=CC=1.Cl[Pd]Cl.[Fe+2]>[NH2:8][C:6]1[N:7]=[C:2]([C:11]2[CH:12]=[CH:13][C:14]([N:17]3[CH2:22][CH2:21][N:20]([C:23]([O:25][C:26]([CH3:29])([CH3:28])[CH3:27])=[O:24])[CH2:19][CH2:18]3)=[N:15][CH:16]=2)[CH:3]=[N:4][C:5]=1[Cl:9] |f:2.3.4,6.7.8.9|. Procedure details: Into a 2 L 4-necked round-bottom flask, purged and maintained with an inert atmosphere of nitrogen, was placed a solution of compound 90e (42.8 g, 206 mmol) in 1,4-dioxane (1 L), compound 90b (80.0 g, 206 mmol), Pd(dppf)Cl2 (7.53 g, 10.3 mmol) and Cs2CO3 (167 g, 514 mmol). The reaction mixture was stirred overnight at 90° C. Upon cooling, the reaction was quenched with water (100 mL). The resulting mixture was extracted with DCM. The combined organic layers were dried over Na2SO4, filtered and c...